This data is from the Open Reaction Database (ORD), a public repository of structured organic reaction records. The task is: describe an organic reaction: reactants, conditions, products, and yield The reactants are C(#N)C1CCN(CC1)C(=O)N1CC(CC(C1)C1=CC=C(C=C1)C(F)(F)F)C(=O)O (1-[(4-Cyanopiperidin-1-yl)carbonyl]-5-[4-(trifluoromethyl)phenyl]piperidine-3-carboxylic acid), ON=C(CC1(CC1)CO)N (N′-Hydroxy-2-[1-(hydroxymethyl)cyclopropyl]ethanimidamide). Product: OCC1(CC1)CC1=NOC(=N1)C1CN(CC(C1)C1=CC=C(C=C1)C(F)(F)F)C(=O)N1CCC(CC1)C#N (1-({3-(3-{[1-(Hydroxymethyl)cyclopropyl]methyl}-1,2,4-oxadiazol-5-yl)-5-[4-(trifluoromethyl)-phenyl]piperidin-1-yl}carbonyl)piperidine-4-carbonitrile). RXN SMILES: [C:1]([CH:3]1[CH2:8][CH2:7][N:6]([C:9]([N:11]2[CH2:16][CH:15]([C:17]3[CH:22]=[CH:21][C:20]([C:23]([F:26])([F:25])[F:24])=[CH:19][CH:18]=3)[CH2:14][CH:13]([C:27](O)=[O:28])[CH2:12]2)=[O:10])[CH2:5][CH2:4]1)#[N:2].O[N:31]=[C:32]([NH2:39])[CH2:33][C:34]1([CH2:37][OH:38])[CH2:36][CH2:35]1>>[OH:38][CH2:37][C:34]1([CH2:33][C:32]2[N:39]=[C:27]([CH:13]3[CH2:14][CH:15]([C:17]4[CH:22]=[CH:21][C:20]([C:23]([F:26])([F:24])[F:25])=[CH:19][CH:18]=4)[CH2:16][N:11]([C:9]([N:6]4[CH2:5][CH2:4][CH:3]([C:1]#[N:2])[CH2:8][CH2:7]4)=[O:10])[CH2:12]3)[O:28][N:31]=2)[CH2:36][CH2:35]1. Procedure details: 100 mg (0.24 mmol) of the compound from Example 100A and 61 mg (0.37 mmol) of the compound from Example 67A were reacted according to the General Method 2. Yield: 70 mg (56% of theory) Starting materials: COC(=O)c1ncn2c1CN(S(=O)(=O)c1c(C)cc(OC)cc1C)CC2, CO, [Li+], [OH-], O. The product is COc1cc(C)c(S(=O)(=O)N2CCn3cnc(C(=O)O)c3C2)c(C)c1. As a reaction SMILES: [CH3:1][O:2][c:3]1[cH:4][c:5]([CH3:26])[c:6]([S:10](=[O:11])(=[O:12])[N:13]2[CH2:14][c:15]3[n:16]([cH:19][n:20][c:21]3[C:22](=[O:23])[O:24][CH3:25])[CH2:17][CH2:18]2)[c:7]([CH3:9])[cH:8]1.[CH3:29][OH:30].[Li+:28].[OH-:27].[OH2:31]>>[CH3:1][O:2][c:3]1[cH:4][c:5]([CH3:26])[c:6]([S:10](=[O:11])(=[O:12])[N:13]2[CH2:14][c:15]3[n:16]([cH:19][n:20][c:21]3[C:22](=[O:23])[OH:24])[CH2:17][CH2:18]2)[c:7]([CH3:9])[cH:8]1. Starting materials: [Na] (sodium), C(C)C(C(=O)[O-])(C(=O)[O-])CC (diethylmalonate), ClC=1C=C(C=CC(C)=O)C=CC1Cl (3,4-dichlorobenzalacetone). The solvent is C(C)O (ethanol). Yields the product ClC=1C=C(C=CC1Cl)C1CC(CC(C1)=O)=O (5-(3,4-dichlorophenyl)-1,3-cyclohexanedione). RXN SMILES: [Na].C([C:4](CC)(C([O-])=O)[C:5]([O-])=[O:6])C.[Cl:13][C:14]1[CH:15]=[C:16]([CH:22]=[CH:23][C:24]=1[Cl:25])[CH:17]=[CH:18][C:19](=[O:21])[CH3:20]>C(O)C>[Cl:13][C:14]1[CH:15]=[C:16]([CH:17]2[CH2:4][C:5](=[O:6])[CH2:20][C:19](=[O:21])[CH2:18]2)[CH:22]=[CH:23][C:24]=1[Cl:25] |^1:0|. Reported procedure: A solution of 1.3 g of sodium metal in 30 ml of ethanol is treated with 9 g of diethylmalonate and an ethanolic solution of 12.1 g of 3,4-dichlorobenzalacetone, heated under reflux for 15 min, cooled and concentrated to dryness in vacuo. The residue is treated with 400 ml of water containing 7 g of 80% potassium hydroxide pellets and heated under reflux for 2 hr. Insoluble material is removed and the filtrate is acidified with concentrated sulfuric acid, heated under reflux until carbon dioxide ... Starting materials: CC1=C(O)C=CC=C1O (2-Methylresorcinol), OC1=CC=C(C=C1)CC(=O)O (4-Hydroxyphenylacetic acid), B(F)(F)F.CCOCC (BF3.OEt2). Conditions: temperature 110 celsius. The product is OC1=C(C=CC(=C1C)O)C(CC1=CC=C(C=C1)O)=O (1-(2,4-Dihydroxy-3-methyl-phenyl)-2-(4-hydroxy-phenyl)-ethanone). RXN SMILES: [CH3:1][C:2]1[C:8]([OH:9])=[CH:7][CH:6]=[CH:5][C:3]=1[OH:4].[OH:10][C:11]1[CH:16]=[CH:15][C:14]([CH2:17][C:18](O)=[O:19])=[CH:13][CH:12]=1.B(F)(F)F.CCOCC>>[OH:4][C:3]1[C:2]([CH3:1])=[C:8]([OH:9])[CH:7]=[CH:6][C:5]=1[C:18](=[O:19])[CH2:17][C:14]1[CH:15]=[CH:16][C:11]([OH:10])=[CH:12][CH:13]=1 |f:2.3|. Procedure: 2-Methylresorcinol (4.00 g, 1 equivalent) and 4-Hydroxyphenylacetic acid (5.00 g, 1 equivalent) were added to a round bottom flask. The round bottom flask was attached to a condenser and placed in an oil bath, the whole system was kept under nitrogen. Distilled BF3.OEt2 (20 ml, 5 equiv.) was added to the mixture while stirring. The mixture was refluxed (110° C.). A yellow solid formed at 20 minutes indicating that the reaction had gone to completion. The reaction was left on heat for a further 1... Reactants: O=C(NC(CNC(=O)C1CCCCC1)C(=O)O)c1c(F)cccc1Cl, O=C(NC(CNC(=O)C1CC1)C(=O)O)c1c(F)cccc1Cl, O=C(NC(CNC(=O)C1CCC1)C(=O)O)c1c(Cl)cccc1Cl, O=C(NC(CNC(=O)C1CCCC1)C(=O)O)c1c(Cl)cccc1Cl, O=C(NC(CNC(=O)C1CCCC1)C(=O)O)c1c(F)cccc1Cl, O=C(NC(CNC(=O)C1CCCCC1)C(=O)O)c1c(Cl)cccc1Cl. Product: O=C(NC(CNC(=O)C1CC1)C(=O)O)c1c(Cl)cccc1Cl. RXN SMILES: [Cl:119][c:120]1[cH:121][cH:122][cH:123][c:124]([F:125])[c:126]1[C:127]([NH:128][CH:129]([C:130]([OH:131])=[O:132])[CH2:133][NH:134][C:135]([CH:136]1[CH2:137][CH2:138][CH2:139][CH2:140][CH2:141]1)=[O:142])=[O:143].[Cl:1][c:2]1[cH:3][cH:4][cH:5][c:6]([F:7])[c:8]1[C:9]([NH:10][CH:11]([C:12]([OH:13])=[O:14])[CH2:15][NH:16][C:17]([CH:18]1[CH2:19][CH2:20]1)=[O:21])=[O:22].[Cl:23][c:24]1[c:25]([C:26](=[O:27])[NH:28][CH:29]([CH2:30][NH:31][C:32](=[O:33])[CH:34]2[CH2:35][CH2:36][CH2:37]2)[C:38](=[O:39])[OH:40])[c:41]([Cl:45])[cH:42][cH:43][cH:44]1.[Cl:46][c:47]1[cH:48][cH:49][cH:50][c:51]([Cl:52])[c:53]1[C:54]([NH:55][CH:56]([C:57]([OH:58])=[O:59])[CH2:60][NH:61][C:62]([CH:63]1[CH2:64][CH2:65][CH2:66][CH2:67]1)=[O:68])=[O:69].[Cl:70][c:71]1[cH:72][cH:73][cH:74][c:75]([F:76])[c:77]1[C:78]([NH:79][CH:80]([C:81]([OH:82])=[O:83])[CH2:84][NH:85][C:86]([CH:87]1[CH2:88][CH2:89][CH2:90][CH2:91]1)=[O:92])=[O:93].[Cl:94][c:95]1[cH:96][cH:97][cH:98][c:99]([Cl:100])[c:101]1[C:102]([NH:103][CH:104]([C:105]([OH:106])=[O:107])[CH2:108][NH:109][C:110]([CH:111]1[CH2:112][CH2:113][CH2:114][CH2:115][CH2:116]1)=[O:117])=[O:118]>>[Cl:23][c:24]1[c:25]([C:26](=[O:27])[NH:28][CH:29]([CH2:30][NH:31][C:32](=[O:33])[CH:34]2[CH2:36][CH2:37]2)[C:38](=[O:39])[OH:40])[c:41]([Cl:45])[cH:42][cH:43][cH:44]1. Reactants: N1=CC(=CC=C1)C(C=1C=NC=CC1)N ((dipyridin-3-ylmethyl)amine), ClC=1C(=NC=CC1)N1CCOC2=C1C=CC=C2 (4-(3-chloropyridin-2-yl)-3,4-dihydro-2H-1,4-benzoxazine), CC(C)([O-])C.[Na+] (sodium t-butoxide). Reagents/catalysts: CC(C)([P](C(C)(C)C)([Pd][P](C(C)(C)C)(C(C)(C)C)C(C)(C)C)C(C)(C)C)C (bis(tri-t-butylphosphine)palladium(0)). Run in O1CCOCC1 (dioxane). Product: O1CCN(C2=C1C=CC=C2)C2=NC=CC=C2NC(C=2C=NC=CC2)C=2C=NC=CC2 (2-(2,3-dihydro-4H-1,4-benzoxazin-4-yl)-N-(dipyridin-3-ylmethyl)pyridine-3-amine). Reaction SMILES: [N:1]1[CH:6]=[CH:5][CH:4]=[C:3]([CH:7]([NH2:14])[C:8]2[CH:9]=[N:10][CH:11]=[CH:12][CH:13]=2)[CH:2]=1.Cl[C:16]1[C:17]([N:22]2[C:27]3[CH:28]=[CH:29][CH:30]=[CH:31][C:26]=3[O:25][CH2:24][CH2:23]2)=[N:18][CH:19]=[CH:20][CH:21]=1.CC(C)([O-])C.[Na+]>O1CCOCC1.CC(C)([P](C(C)(C)C)([Pd][P](C(C)(C)C)(C(C)(C)C)C(C)(C)C)C(C)(C)C)C>[O:25]1[C:26]2[CH:31]=[CH:30][CH:29]=[CH:28][C:27]=2[N:22]([C:17]2[C:16]([NH:14][CH:7]([C:8]3[CH:9]=[N:10][CH:11]=[CH:12][CH:13]=3)[C:3]3[CH:2]=[N:1][CH:6]=[CH:5][CH:4]=3)=[CH:21][CH:20]=[CH:19][N:18]=2)[CH2:23][CH2:24]1 |f:2.3,^1:46,52|. Procedure details: To a solution of (dipyridin-3-ylmethyl)amine (139 mg, 0.75 mmol) (prepared according to the procedure in German patent DE 2447258 (1976)) and 4-(3-chloropyridin-2-yl)-3,4-dihydro-2H-1,4-benzoxazine (183 mg, 0.75 mmol) in dry dioxane (1.5 mL) was added sodium t-butoxide (91 mg, 0.95 mmol), bis(tri-t-butylphosphine)palladium(0) (30 mg, 0.058 mmol). The vessel was sealed with a septum cap, degassed (3×), and heated at 100 C for 8 hours. The reaction was cooled and diluted with methylene chloride an... Reactants: C(C1=CC=CC=C1)SC1=C(C(=CC=C1)Br)Cl (1-Benzylsulfanyl-3-bromo-2-chloro-benzene), N1C(COCC1)=O (morpholin-3-one). Yields the product C(C1=CC=CC=C1)SC=1C(=C(C=CC1)N1C(COCC1)=O)Cl (4-(3-Benzylsulfanyl-2-chloro-phenyl)-morpholin-3-one). As a reaction SMILES: [CH2:1]([S:8][C:9]1[CH:14]=[CH:13][CH:12]=[C:11](Br)[C:10]=1[Cl:16])[C:2]1[CH:7]=[CH:6][CH:5]=[CH:4][CH:3]=1.[NH:17]1[CH2:22][CH2:21][O:20][CH2:19][C:18]1=[O:23]>>[CH2:1]([S:8][C:9]1[C:10]([Cl:16])=[C:11]([N:17]2[CH2:22][CH2:21][O:20][CH2:19][C:18]2=[O:23])[CH:12]=[CH:13][CH:14]=1)[C:2]1[CH:7]=[CH:6][CH:5]=[CH:4][CH:3]=1. Procedure: Intermediate 16 (10 g, 31.38 mmol) was treated with morpholin-3-one (389 mg, 3.85 mmol) according to the procedure described in 1.6).